Task: describe an organic reaction: reactants, conditions, products, and yield. Dataset: the Open Reaction Database (ORD), a public repository of structured organic reaction records Starting materials: C(#N)CC1(CCN(CC1)C(=O)OC(C)(C)C)N1N=CC(=C1)C=1C2=C(N=CN1)N(C=C2)COCC[Si](C)(C)C (tert-Butyl 4-(cyanomethyl)-4-[4-(7-[2-(trimethylsilyl)ethoxy]methyl-7H-pyrrolo[2,3-d]-pyrimidin-4-yl)-1H-pyrazol-1-yl]piperidine-1-carboxylate), C(=O)(C(F)(F)F)O (TFA), hydroxymethyl. Reaction conditions: time 1.3 hour. Product: N1=CN=C(C2=C1NC=C2)C=2C=NN(C2)C2(CCNCC2)CC#N (4-[4-(7H-Pyrrolo[2,3-d]pyrimidin-4-yl)-1H-pyrazol-1-yl]piperidin-4-ylacetonitrile). Yield: 3.6%. As a reaction SMILES: [C:1]([CH2:3][C:4]1([N:17]2[CH:21]=[C:20]([C:22]3[C:23]4[CH:30]=[CH:29][N:28](COCC[Si](C)(C)C)[C:24]=4[N:25]=[CH:26][N:27]=3)[CH:19]=[N:18]2)[CH2:9][CH2:8][N:7](C(OC(C)(C)C)=O)[CH2:6][CH2:5]1)#[N:2].C(O)(C(F)(F)F)=O>>[N:25]1[C:24]2[NH:28][CH:29]=[CH:30][C:23]=2[C:22]([C:20]2[CH:19]=[N:18][N:17]([C:4]3([CH2:3][C:1]#[N:2])[CH2:5][CH2:6][NH:7][CH2:8][CH2:9]3)[CH:21]=2)=[N:27][CH:26]=1. Procedure details: tert-Butyl 4-(cyanomethyl)-4-[4-(7-[2-(trimethylsilyl)ethoxy]methyl-7H-pyrrolo[2,3-d]-pyrimidin-4-yl)-1H-pyrazol-1-yl]piperidine-1-carboxylate (0.670 g, 1.24 mmol) was dissolved in TFA (5.0 mL, 65 mmol) and was stirred for 1.3 h. LCMS showed conversion to the hydroxymethyl intermediate, M+H 338. The solution was concentrated to remove the TFA. Methanol was added to the resulting residue, and the resulting mixture was concentrated. The resulting residue was dissolved in methanol (10 mL) and 15.0 ... The reactants are C(C1=CC=CC=C1)NCC1=CC=CC=C1 (dibenzylamine), BrCCCC#N (4-bromobutyronitrile). The product is C(C1=CC=CC=C1)N(CC1=CC=CC=C1)CCCC#N (4-(N,N-dibenzylamino)butyronitrile). RXN SMILES: [CH2:1]([NH:8][CH2:9][C:10]1[CH:15]=[CH:14][CH:13]=[CH:12][CH:11]=1)[C:2]1[CH:7]=[CH:6][CH:5]=[CH:4][CH:3]=1.Br[CH2:17][CH2:18][CH2:19][C:20]#[N:21]>>[CH2:9]([N:8]([CH2:17][CH2:18][CH2:19][C:20]#[N:21])[CH2:1][C:2]1[CH:7]=[CH:6][CH:5]=[CH:4][CH:3]=1)[C:10]1[CH:15]=[CH:14][CH:13]=[CH:12][CH:11]=1. Reported procedure: By a method analogous to Example 1 dibenzylamine was reacted with 4-bromobutyronitrile to give 4-(N,N-dibenzylamino)butyronitrile, mp. 45°-46° C. The reactants are crude compound, C(C1=CC=CC=C1)N1CC(OCC1)CN ((4-benzylmorpholin-2-yl)methanamine), C1(CCCC1)N1[C@@H](C(N(C=2C=NC(=NC12)NC=1C=CC(=C2CCOC21)C(=O)O)C)=O)CC (7-[[(7R)-8-cyclopentyl-7-ethyl-5-methyl-6-oxo-7H-pteridin-2-yl]amino]-2,3-dihydrobenzofuran-4-carboxylic acid), F[B-](F)(F)F.N1(N=NC2=C1C=CC=C2)OC(=[N+](C)C)N(C)C (O-(benzotriazol-1-yl)-N,N,N′,N′-tetra methyluronium tetrafluoroborate), C(C)(C)N(CC)C(C)C (diisopropylethylamine), C([O-])(O)=O.[Na+] (sodium bicarbonate). Solvent: ClCCl (dichloromethane). Reaction conditions: time 12 hour. The product is C(C1=CC=CC=C1)N1CC(OCC1)CNC(=O)C=1C=CC(=C2C1CCO2)NC2=NC=1N([C@@H](C(N(C1C=N2)C)=O)CC)C2CCCC2 (N-[(4-benzylmorpholin-2-yl)methyl]-7-[[(7R)-8-cyclopentyl-7-ethyl-5-methyl-6-oxo-7H-pteridin-2-yl]amino]-2,3-dihydrobenzofuran-4-carboxamide). The yield is 44.0%. RXN SMILES: [CH2:1]([N:8]1[CH2:13][CH2:12][O:11][CH:10]([CH2:14][NH2:15])[CH2:9]1)[C:2]1[CH:7]=[CH:6][CH:5]=[CH:4][CH:3]=1.[CH:16]1([N:21]2[C:30]3[N:29]=[C:28]([NH:31][C:32]4[CH:33]=[CH:34][C:35]([C:41](O)=[O:42])=[C:36]5[C:40]=4[O:39][CH2:38][CH2:37]5)[N:27]=[CH:26][C:25]=3[N:24]([CH3:44])[C:23](=[O:45])[C@H:22]2[CH2:46][CH3:47])[CH2:20][CH2:19][CH2:18][CH2:17]1.F[B-](F)(F)F.N1(OC(N(C)C)=[N+](C)C)C2C=CC=CC=2N=N1.C(N(C(C)C)CC)(C)C.C(=O)(O)[O-].[Na+]>ClCCl>[CH2:1]([N:8]1[CH2:13][CH2:12][O:11][CH:10]([CH2:14][NH:15][C:41]([C:35]2[CH:34]=[CH:33][C:32]([NH:31][C:28]3[N:27]=[CH:26][C:25]4[N:24]([CH3:44])[C:23](=[O:45])[C@@H:22]([CH2:46][CH3:47])[N:21]([CH:16]5[CH2:17][CH2:18][CH2:19][CH2:20]5)[C:30]=4[N:29]=3)=[C:40]3[O:39][CH2:38][CH2:37][C:36]=23)=[O:42])[CH2:9]1)[C:2]1[CH:3]=[CH:4][CH:5]=[CH:6][CH:7]=1 |f:2.3,5.6|. Procedure: The crude compound (4-benzylmorpholin-2-yl)methanamine 2d (141 mg, 0.69 mmol), 7-[[(7R)-8-cyclopentyl-7-ethyl-5-methyl-6-oxo-7H-pteridin-2-yl]amino]-2,3-dihydrobenzofuran-4-carboxylic acid 1q (300 mg, 0.69 mmol), O-(benzotriazol-1-yl)-N,N,N′,N′-tetra methyluronium tetrafluoroborate (221 mg, 0.69 mmol) and diisopropylethylamine (260 mL, 1.52 mmol) were dissolved in 40 mL of dichloromethane, stirred for 12 hours. The resulting mixture was added with 50 mL of saturated sodium bicarbonate solution, ... Starting materials: NCC(=O)N(C)C=1C(=C(COC=2C=CC=C3C=CC(=NC23)C)C(=CC1)Cl)Cl (8-[3-(N-glycyl-N-methylamino)-2,6-dichlorobenzyloxy]-2-methylquinoline), C1(=CC=CC=C1)CCCC(=O)O (4-phenylbutyric acid), Cl.C(C)N=C=NCCCN(C)C (1-ethyl-3-(3-dimethylaminopropyl)carbodiimide hydrochloride), ON1N=NC2=C1C=CC=C2 (1-hydroxybenzotriazole). The solvent is O (water), CN(C=O)C (dimethylformamide). Product: ClC1=C(COC=2C=CC=C3C=CC(=NC23)C)C(=CC=C1N(C(CNC(CCCC1=CC=CC=C1)=O)=O)C)Cl (8-[2,6-dichloro-3-[N-methyl-N-(4-phenylbutyrylglycyl)-amino]benzyloxy]-2-methylquinoline). Isolated yield 95.2%. RXN SMILES: [NH2:1][CH2:2][C:3]([N:5]([C:7]1[C:8]([Cl:27])=[C:9]([C:23]([Cl:26])=[CH:24][CH:25]=1)[CH2:10][O:11][C:12]1[CH:13]=[CH:14][CH:15]=[C:16]2[C:21]=1[N:20]=[C:19]([CH3:22])[CH:18]=[CH:17]2)[CH3:6])=[O:4].[C:28]1([CH2:34][CH2:35][CH2:36][C:37](O)=[O:38])[CH:33]=[CH:32][CH:31]=[CH:30][CH:29]=1.Cl.C(N=C=NCCCN(C)C)C.ON1C2C=CC=CC=2N=N1>O.CN(C)C=O>[Cl:27][C:8]1[C:7]([N:5]([CH3:6])[C:3](=[O:4])[CH2:2][NH:1][C:37](=[O:38])[CH2:36][CH2:35][CH2:34][C:28]2[CH:33]=[CH:32][CH:31]=[CH:30][CH:29]=2)=[CH:25][CH:24]=[C:23]([Cl:26])[C:9]=1[CH2:10][O:11][C:12]1[CH:13]=[CH:14][CH:15]=[C:16]2[C:21]=1[N:20]=[C:19]([CH3:22])[CH:18]=[CH:17]2 |f:2.3|. Procedure: To a mixture of 8-[3-(N-glycyl-N-methylamino)-2,6-dichlorobenzyloxy]-2-methylquinoline (81 mg), 4-phenylbutyric acid (40 mg) and dimethylformamide (2 ml) were added 1-ethyl-3-(3-dimethylaminopropyl)carbodiimide hydrochloride (50 mg) and 1-hydroxybenzotriazole (41 mg). After being stirred for an hour at ambient temperature, the mixture was poured into water and extracted with ethyl acetate. The organic layer was separated, washed with water, dried over magnesium sulfate and evaporated in vacuo. T... The reactants are NS(=O)(=O)C1=C(C(=O)OCCO)C=CC=C1 (2-aminosulfonylbenzoic acid, 2-hydroxyethyl ester), C(Cl)Cl (methylene chloride), C[Si](C)(C)Cl (trimethylsilyl chloride). Solvent: C(C)N(CC)CC (triethylamine). Run at time 18 hour. Product: NS(=O)(=O)C1=C(C(=O)OCCO[Si](C)(C)C)C=CC=C1 (2-Aminosulfonylbenzoic acid, 2-trimethylsilyloxyethyl ester). RXN SMILES: [NH2:1][S:2]([C:5]1[CH:16]=[CH:15][CH:14]=[CH:13][C:6]=1[C:7]([O:9][CH2:10][CH2:11][OH:12])=[O:8])(=[O:4])=[O:3].C(Cl)Cl.[CH3:20][Si:21](Cl)([CH3:23])[CH3:22]>C(N(CC)CC)C>[NH2:1][S:2]([C:5]1[CH:16]=[CH:15][CH:14]=[CH:13][C:6]=1[C:7]([O:9][CH2:10][CH2:11][O:12][Si:21]([CH3:23])([CH3:22])[CH3:20])=[O:8])(=[O:3])=[O:4]. Reported procedure: To a slurry of 12.25 g of 2-aminosulfonylbenzoic acid, 2-hydroxyethyl ester, 125 ml of dry methylene chloride, and 7.7 ml of triethylamine was added dropwise over 10 minutes 6.3 ml of trimethylsilyl chloride (exotherm to 36° C.). The resulting solution was allowed to stand at ambient temperature for 18 hours and then washed with saturated sodium chloride solution, dried (MgSO4), and the solvent removed under reduced pressure to give an oil which was chromatographed on silica gel eluting with 25%... The reactants are CCCCCCCCCCCCS(=O)(=O)N1CCCSC1=C[N+](=O)[O-], O=C1CCC(=O)N1Cl. The product is CCCCCCCCCCCCS(=O)(=O)N1CCCSC1=C(Cl)[N+](=O)[O-]. Reaction SMILES: [CH2:1]([CH2:2][CH2:3][CH2:4][CH2:5][CH2:6][CH2:7][CH2:8][CH2:9][CH2:10][CH2:11][CH3:12])[S:13](=[O:14])(=[O:15])[N:16]1[C:17](=[CH:22][N+:23](=[O:24])[O-:25])[S:18][CH2:19][CH2:20][CH2:21]1.[Cl:26][N:27]1[C:28](=[O:29])[CH2:30][CH2:31][C:32]1=[O:33]>>[CH2:1]([CH2:2][CH2:3][CH2:4][CH2:5][CH2:6][CH2:7][CH2:8][CH2:9][CH2:10][CH2:11][CH3:12])[S:13](=[O:14])(=[O:15])[N:16]1[C:17](=[C:22]([N+:23](=[O:24])[O-:25])[Cl:26])[S:18][CH2:19][CH2:20][CH2:21]1.